Dataset: the Open Reaction Database (ORD), a public repository of structured organic reaction records. Task: describe an organic reaction: reactants, conditions, products, and yield Starting materials: C1(=CC=CC=C1)O (Phenol), [N+](=O)([O-])C(CO)(CO)C (2-nitro-2-methyl-1,3-propanediol), [Na] (sodium). Reaction conditions: time 10 minute. The product is CC(CO)(CO)[N+](=O)[O-].C1(=CC=CC=C1)O (NMPD Phenol). Reaction SMILES: [C:1]1([OH:7])[CH:6]=[CH:5][CH:4]=[CH:3][CH:2]=1.[N+:8]([C:11]([CH3:16])([CH2:14][OH:15])[CH2:12][OH:13])([O-:10])=[O:9].[Na]>>[CH3:16][C:11]([N+:8]([O-:10])=[O:9])([CH2:14][OH:15])[CH2:12][OH:13].[C:1]1([OH:7])[CH:6]=[CH:5][CH:4]=[CH:3][CH:2]=1 |f:3.4,^1:16|. Procedure details: Phenol (18.87 g, 0.20 mol), 2-nitro-2-methyl-1,3-propanediol (27.02 g, 0.20 mol) and sodium phenylate trihydrate (0.25 g, 1.5 mmol) were charged into a 3-neck flask equipped with a mechanical stirrer, distillation head with graduated receiver, thermocouple for temperature control, and nitrogen blanket/vacuum port. Under N2, stirring and heating were initiated, brining the internal reaction temperature up to 140 C. After about 10 minutes, a slow distillation of an imniscible mixture of oil/water ... Reactants: CCCCCCCCCCBr, CC(=O)[O-], CCCCCCCC(=O)C([NH3+])(C(=O)CCCCCCC)C(=O)CCCCCCC, C=CCCCCCCCC, [Cl-], [Na+], O, O, O. Yields the product CCCCCCCCCCOC(C)=O. RXN SMILES: [Br:1][CH2:2][CH2:3][CH2:4][CH2:5][CH2:6][CH2:7][CH2:8][CH2:9][CH2:10][CH3:11].[C:15]([CH3:16])(=[O:17])[O-:18].[C:31]([C:32]([NH3+:33])([C:34](=[O:35])[CH2:36][CH2:37][CH2:38][CH2:39][CH2:40][CH2:41][CH3:42])[C:43](=[O:44])[CH2:45][CH2:46][CH2:47][CH2:48][CH2:49][CH2:50][CH3:51])(=[O:52])[CH2:53][CH2:54][CH2:55][CH2:56][CH2:57][CH2:58][CH3:59].[CH2:20]=[CH:21][CH2:22][CH2:23][CH2:24][CH2:25][CH2:26][CH2:27][CH2:28][CH3:29].[Cl-:30].[Na+:19].[OH2:12].[OH2:13].[OH2:14]>>[CH2:2]([CH2:3][CH2:4][CH2:5][CH2:6][CH2:7][CH2:8][CH2:9][CH2:10][CH3:11])[O:18][C:15]([CH3:16])=[O:17]. Reactants: C(C)(C)N(C(C(=O)O)CC(C)C)C (2-(isopropyl-methyl-amino)-4-methyl-pentanoic acid), C(C)(C)N(C(C)C)CC (N,N-diisopropylethylamine), O-Benzotriazol-1-yl-N,N,N′,N′-bis(tetramethylene)uronium hexafluorophosphate, Cl.FC1=CC=C(C=C1)C(CCCN)C1=CC=C(C=C1)F (4,4-bis-(4-fluoro-phenyl)-butylamine monohydrochloride). Run in CN(C)C=O (DMF), C(C)OCC (diethyl ether). Reaction conditions: temperature 25 celsius, time 10 minute. Yields the product FC1=CC=C(C=C1)C(CCCNC([C@H](CC(C)C)N(C)C(C)C)=O)C1=CC=C(C=C1)F ((S)-2-(Isopropyl-methyl-amino)-4-methyl-pentanoic acid [4,4-bis-(4-fluoro-phenyl)-butyl]-amide). The yield is 89.6%. Reaction SMILES: [CH:1]([N:4]([CH3:13])[CH:5]([CH2:9][CH:10]([CH3:12])[CH3:11])[C:6]([OH:8])=O)([CH3:3])[CH3:2].C(N(CC)C(C)C)(C)C.Cl.[F:24][C:25]1[CH:30]=[CH:29][C:28]([CH:31]([C:36]2[CH:41]=[CH:40][C:39]([F:42])=[CH:38][CH:37]=2)[CH2:32][CH2:33][CH2:34][NH2:35])=[CH:27][CH:26]=1>CN(C=O)C.C(OCC)C>[F:24][C:25]1[CH:30]=[CH:29][C:28]([CH:31]([C:36]2[CH:37]=[CH:38][C:39]([F:42])=[CH:40][CH:41]=2)[CH2:32][CH2:33][CH2:34][NH:35][C:6](=[O:8])[C@@H:5]([N:4]([CH:1]([CH3:2])[CH3:3])[CH3:13])[CH2:9][CH:10]([CH3:12])[CH3:11])=[CH:27][CH:26]=1 |f:2.3|. Procedure details: A solution of 297 mg (1.68 mmol) 2-(isopropyl-methyl-amino)-4-methyl-pentanoic acid, 0.88 mL (5 mmol) N,N-diisopropylethylamine, and 636 mg (1.68 mmol) O-Benzotriazol-1-yl-N,N,N′,N′-bis(tetramethylene)uronium hexafluorophosphate in 4 mL dry DMF was stirred at 3° for 60 minutes, at which time 500 mg (1.68 mmol) 4,4-bis-(4-fluoro-phenyl)-butylamine monohydrochloride was added and the reaction stirred an additional 10 minutes at 3°, then warmed to 25° C. for 40 minutes at which time it was diluted ... The reactants are COc1cc2c(c3c1OC(C)(C)C3)C(c1cccc(Br)c1)=NC(C)(C)C2, Cc1ccccc1, [Ca+2], Nc1ccccc1, O=C([O-])[O-], CC(=O)[O-], CC(=O)[O-], O, [Pd+2], c1ccc(P(c2ccccc2)c2ccc3ccccc3c2-c2c(P(c3ccccc3)c3ccccc3)ccc3ccccc23)cc1. The product is COc1cc2c(c3c1OC(C)(C)C3)C(c1cccc(Nc3ccccc3)c1)=NC(C)(C)C2. As a reaction SMILES: [Br:52][c:53]1[cH:54][c:55]([C:59]2=[N:60][C:61]([CH3:76])([CH3:77])[CH2:62][c:63]3[cH:64][c:65]([O:74][CH3:75])[c:66]4[c:67]([c:68]32)[CH2:69][C:70]([CH3:72])([CH3:73])[O:71]4)[cH:56][cH:57][cH:58]1.[CH3:85][c:86]1[cH:87][cH:88][cH:89][cH:90][cH:91]1.[Ca+2:1].[NH2:78][c:79]1[cH:80][cH:81][cH:82][cH:83][cH:84]1.[O-:2][C:3](=[O:4])[O-:5].[O-:93][C:94]([CH3:95])=[O:96].[O-:97][C:98]([CH3:99])=[O:100].[OH2:101].[Pd+2:92].[c:6]1([P:7]([c:8]2[cH:9][cH:10][cH:11][cH:12][cH:13]2)[c:14]2[cH:15][cH:16][c:17]3[c:18]([cH:19][cH:20][cH:21][cH:22]3)[c:23]2-[c:24]2[c:25]3[c:26]([cH:27][cH:28][cH:29][cH:30]3)[cH:31][cH:32][c:33]2[P:34]([c:35]2[cH:36][cH:37][cH:38][cH:39][cH:40]2)[c:41]2[cH:42][cH:43][cH:44][cH:45][cH:46]2)[cH:47][cH:48][cH:49][cH:50][cH:51]1>>[c:53]1([NH:78][c:79]2[cH:80][cH:81][cH:82][cH:83][cH:84]2)[cH:54][c:55]([C:59]2=[N:60][C:61]([CH3:76])([CH3:77])[CH2:62][c:63]3[cH:64][c:65]([O:74][CH3:75])[c:66]4[c:67]([c:68]32)[CH2:69][C:70]([CH3:72])([CH3:73])[O:71]4)[cH:56][cH:57][cH:58]1. Reactants: N1(CCCC1)CCNC(=O)C1=CC=C(S1)C(=O)OC (Methyl 5-[2-(pyrrolidin-1-yl)ethylcarbamoyl]-thiophene-2-carboxylate), O.NN (hydrazine monohydrate). The solvent is C(C)O (ethanol). The product is N1(CCCC1)CCNC(=O)C=1SC(=CC1)C(=O)NN (5-(Hydrazinocarbonyl)thiophene-2-carboxylic acid[2-(pyrrolidin-1-yl)ethyl]-amide). The yield is 38.0%. RXN SMILES: [N:1]1([CH2:6][CH2:7][NH:8][C:9]([C:11]2[S:15][C:14]([C:16]([O:18]C)=O)=[CH:13][CH:12]=2)=[O:10])[CH2:5][CH2:4][CH2:3][CH2:2]1.O.[NH2:21][NH2:22]>C(O)C>[N:1]1([CH2:6][CH2:7][NH:8][C:9]([C:11]2[S:15][C:14]([C:16]([NH:21][NH2:22])=[O:18])=[CH:13][CH:12]=2)=[O:10])[CH2:5][CH2:4][CH2:3][CH2:2]1 |f:1.2|. Procedure details: Methyl 5-[2-(pyrrolidin-1-yl)ethylcarbamoyl]-thiophene-2-carboxylate (56 mg, 0.2 mmol) in ethanol (2.0 mL) was refluxed with heating with hydrazine monohydrate (0.10 mL) for 10 hours and allowed to cool to room temperature, and the precipitated solid was collected by filtration, washed with water and dried to give 21 mg of the desired product (yield 38%). Reactants: CS(=O)(=O)C1=C(C(=O)OCC)C=CC(=C1)N1S(CC[C@H]1C)(=O)=O (ethyl (R)-2-methanesulfonyl-4-(3-methyl-1,1-dioxo-1λ6-isothiazolidin-2-yl)benzoate), C1(CC1)C=1C(=NC=C(C1)C(F)(F)F)N1CCNCC1 (1-(3-cyclopropyl-5-trifluoromethylpyridin-2-yl)piperazine). Yields the product C1(CC1)C=1C(=NC=C(C1)C(F)(F)F)N1CCN(CC1)C(=O)C1=C(C=C(C=C1)N1S(CC[C@H]1C)(=O)=O)S(=O)(=O)C ((R)-[4-(3-cyclopropyl-5-trifluoromethylpyridin-2-yl)piperazin-1-yl][2-methanesulfonyl-4-(3-methyl-1,1-dioxo-1λ6-isothiazolidin-2-yl)phenyl]methanone). The yield is 58.5%. Reaction SMILES: [CH3:1][S:2]([C:5]1[CH:15]=[C:14]([N:16]2[C@H:20]([CH3:21])[CH2:19][CH2:18][S:17]2(=[O:23])=[O:22])[CH:13]=[CH:12][C:6]=1[C:7](OCC)=[O:8])(=[O:4])=[O:3].[CH:24]1([C:27]2[C:28]([N:37]3[CH2:42][CH2:41][NH:40][CH2:39][CH2:38]3)=[N:29][CH:30]=[C:31]([C:33]([F:36])([F:35])[F:34])[CH:32]=2)[CH2:26][CH2:25]1>>[CH:24]1([C:27]2[C:28]([N:37]3[CH2:42][CH2:41][N:40]([C:7]([C:6]4[CH:12]=[CH:13][C:14]([N:16]5[C@H:20]([CH3:21])[CH2:19][CH2:18][S:17]5(=[O:22])=[O:23])=[CH:15][C:5]=4[S:2]([CH3:1])(=[O:3])=[O:4])=[O:8])[CH2:39][CH2:38]3)=[N:29][CH:30]=[C:31]([C:33]([F:36])([F:34])[F:35])[CH:32]=2)[CH2:25][CH2:26]1. Reported procedure: Using ethyl (R)-2-methanesulfonyl-4-(3-methyl-1,1-dioxo-1λ6-isothiazolidin-2-yl)benzoate (181 mg) described in Preparation Example 28 and 1-(3-cyclopropyl-5-trifluoromethylpyridin-2-yl)piperazine (136 mg) described in Preparation Example 90 and by the reaction and treatment in the same manner as in Example 109, the title compound (172 mg) was obtained.